Task: describe an organic reaction: reactants, conditions, products, and yield. Dataset: the Open Reaction Database (ORD), a public repository of structured organic reaction records The reactants are BrC1=C(C=C(N)C=C1Cl)Cl (4-bromo-3,5-dichloroaniline), FC(C1=CC=C(C=C1)B(O)O)(F)F ((4-(trifluoromethyl)phenyl)boronic acid), ClC1=CC=C(C=C1)B(O)O ((4-chlorophenyl)boronic acid), BrC1=C(C=C(N)C=C1)Cl (4-bromo-3-chloroaniline). Product: ClC1=C(C(=CC(=C1)N)Cl)C1=CC=C(C=C1)Cl (2,4′,6-trichloro-[1,1′-biphenyl]-4-amine). As a reaction SMILES: Br[C:2]1[C:8]([Cl:9])=[CH:7][C:5]([NH2:6])=[CH:4][C:3]=1[Cl:10].[Cl:11][C:12]1[CH:17]=[CH:16][C:15](B(O)O)=[CH:14][CH:13]=1.BrC1C=CC(N)=CC=1Cl.FC(F)(F)C1C=CC(B(O)O)=CC=1>>[Cl:10][C:3]1[CH:4]=[C:5]([NH2:6])[CH:7]=[C:8]([Cl:9])[C:2]=1[C:15]1[CH:16]=[CH:17][C:12]([Cl:11])=[CH:13][CH:14]=1. Reported procedure: The title compound was prepared as described in Example 159 substituting 4-bromo-3,5-dichloroaniline and (4-chlorophenyl)boronic acid for 4-bromo-3-chloroaniline and (4-(trifluoromethyl)phenyl)boronic acid, respectively.